Dataset: the Open Reaction Database (ORD), a public repository of structured organic reaction records. Task: describe an organic reaction: reactants, conditions, products, and yield Starting materials: C1CCOC1, CCOC(C)=O, [Li+], CCC(OC(=O)c1ccc([N+](=O)[O-])cc1)(c1cn(Cc2ccc3c(C(C)=O)cc(C#N)nc3c2)nn1)C(F)(F)F, [OH-]. The product is CCC(O)(c1cn(Cc2ccc3c(C(C)=O)cc(C#N)nc3c2)nn1)C(F)(F)F. Reaction SMILES: [CH2:43]1[O:44][CH2:45][CH2:46][CH2:47]1.[CH3:48][CH2:49][O:50][C:51](=[O:52])[CH3:53].[Li+:41].[N+:1]([c:2]1[cH:3][cH:4][c:5]([C:6](=[O:7])[O:10][C:11]([CH2:12][CH3:13])([C:14]([F:15])([F:16])[F:17])[c:18]2[n:19][n:20][n:21]([CH2:23][c:24]3[cH:25][cH:26][c:27]4[c:28]([C:36]([CH3:37])=[O:38])[cH:29][c:30]([C:34]#[N:35])[n:31][c:32]4[cH:33]3)[cH:22]2)[cH:8][cH:9]1)([O-:39])=[O:40].[OH-:42]>>[OH:10][C:11]([CH2:12][CH3:13])([C:14]([F:15])([F:16])[F:17])[c:18]1[n:19][n:20][n:21]([CH2:23][c:24]2[cH:25][cH:26][c:27]3[c:28]([C:36]([CH3:37])=[O:38])[cH:29][c:30]([C:34]#[N:35])[n:31][c:32]3[cH:33]2)[cH:22]1. The reactants are CC(C)=CCCC(C)=CC=O (citral), CC(=O)C (acetone), 12. The reagents and catalysts are [Cu]=O (copper(II) oxide), [O-2].[Zn+2] (zinc oxide). Product: CC(=CCC/C(=C/C=C/C(=O)C)/C)C (pseudoionone). RXN SMILES: [CH3:1][C:2](=[CH:4][CH2:5][CH2:6][C:7](=[CH:9][CH:10]=O)[CH3:8])[CH3:3].[CH3:12][C:13]([CH3:15])=[O:14]>[Cu]=O.[O-2].[Zn+2]>[CH3:3][C:2]([CH3:1])=[CH:4][CH2:5][CH2:6]/[C:7](/[CH3:8])=[CH:9]/[CH:10]=[CH:12]/[C:13]([CH3:15])=[O:14] |f:3.4|. Procedure: 50 Parts of citral and 100 parts of acetone are reacted for 45 minutes at 200° C and a pressure of 80 atmospheres in the presence of 12 parts of a catalyst consisting of 12% by weight of copper(II) oxide and 88% by weight of zinc oxide. 45.6 parts of pseudoionone having a boiling point of 90° C at 0.01 mm is obtained analogously to Example 1. The conversion is 82% of theory and the yield based on citral is 88% of theory. Reactants: COCCC[P+](c1ccccc1)(c1ccccc1)c1ccccc1, O=CCC1CCC(c2ccc(Cl)cc2)CC1, [I-], C1CCOC1, O. Product: COCCC=CCC1CCC(c2ccc(Cl)cc2)CC1. RXN SMILES: [CH3:2][O:3][CH2:4][CH2:5][CH2:6][P+:7]([c:8]1[cH:9][cH:10][cH:11][cH:12][cH:13]1)([c:14]1[cH:15][cH:16][cH:17][cH:18][cH:19]1)[c:20]1[cH:21][cH:22][cH:23][cH:24][cH:25]1.[Cl:26][c:27]1[cH:28][cH:29][c:30]([CH:33]2[CH2:34][CH2:35][CH:36]([CH2:39][CH:40]=[O:41])[CH2:37][CH2:38]2)[cH:31][cH:32]1.[I-:1].[O:43]1[CH2:44][CH2:45][CH2:46][CH2:47]1.[OH2:42]>>[CH3:2][O:3][CH2:4][CH2:5][CH:6]=[CH:40][CH2:39][CH:36]1[CH2:35][CH2:34][CH:33]([c:30]2[cH:29][cH:28][c:27]([Cl:26])[cH:32][cH:31]2)[CH2:38][CH2:37]1. Starting materials: Cl (HCl), C1(CCC1)C1=CC(=C(C(=O)N2CCC(CC2)C2=CC=C(C#N)C=C2)C=C1C1=NN=C(N1)OC)C (4-(1-(4-cyclobutyl-5-(5-methoxy-4H-1,2,4-triazol-3-yl)-2-methylbenzoyl)piperidin-4-yl)benzonitrile), C1(CCC1)C1=CC(=C(C(=O)N2CCC(CC2)C2=CC=C(C#N)C=C2)C=C1C1=NN=C(N1)OC)C (4-(1-(4-cyclobutyl-5-(5-methoxy-4H-1,2,4-triazol-3-yl)-2-methylbenzoyl)piperidin-4-yl)benzonitrile), Cl.FC1(CCNCC1)C1=CC=C(C#N)C=C1 (4-(4-fluoropiperidin-4-yl)benzonitrile hydrochloride salt). Product: C1(CCC1)C1=CC(=C(C(=O)N2CCC(CC2)(F)C2=CC=C(C#N)C=C2)C=C1C1=NN=C(N1)OC)C (4-(1-(4-Cyclobutyl-5-(5-methoxy-4H-1,2,4-triazol-3-yl)-2-methylbenzoyl)-4-fluoropiperidin-4-yl)benzonitrile). As a reaction SMILES: [CH:1]1([C:5]2[C:26]([C:27]3[NH:31][C:30]([O:32][CH3:33])=[N:29][N:28]=3)=[CH:25][C:8]([C:9]([N:11]3[CH2:16][CH2:15][CH:14]([C:17]4[CH:24]=[CH:23][C:20]([C:21]#[N:22])=[CH:19][CH:18]=4)[CH2:13][CH2:12]3)=[O:10])=[C:7]([CH3:34])[CH:6]=2)[CH2:4][CH2:3][CH2:2]1.Cl.[F:36]C1(C2C=CC(C#N)=CC=2)CCNCC1.Cl>>[CH:1]1([C:5]2[C:26]([C:27]3[NH:31][C:30]([O:32][CH3:33])=[N:29][N:28]=3)=[CH:25][C:8]([C:9]([N:11]3[CH2:12][CH2:13][C:14]([C:17]4[CH:18]=[CH:19][C:20]([C:21]#[N:22])=[CH:23][CH:24]=4)([F:36])[CH2:15][CH2:16]3)=[O:10])=[C:7]([CH3:34])[CH:6]=2)[CH2:4][CH2:3][CH2:2]1 |f:1.2|. Procedure details: The title compound was prepared using standard chemical manipulations and procedures similar to those used for the preparation of 4-(1-(4-cyclobutyl-5-(5-methoxy-4H-1,2,4-triazol-3-yl)-2-methylbenzoyl)piperidin-4-yl)benzonitrile (compound 222) but using compound 11.2 HCl salt in place of compound 1.5. m/z (ES+) 474 (M+H)+.